The task is: describe an organic reaction: reactants, conditions, products, and yield. This data is from the Open Reaction Database (ORD), a public repository of structured organic reaction records. The reactants are C(CCC(=O)OC(C)C)(=O)OC(C)C (Diisopropyl succinate), C(C)(=O)O (acetic acid), [Na] (sodium), [Na] (Sodium), S1C(=CC=C1)C#N (2-thiophenecarbonitrile). Reagents/catalysts: [Fe](Cl)(Cl)Cl (iron (III) chloride). Solvent: C(C)(C)(CC)O (t-amyl alcohol), CO (methanol), C(C)(C)(CC)O (t-amyl alcohol). Conditions: temperature 85 celsius, time 12 hour. Yields the product O=C1NC(=C2C1=C(NC2=O)C=2SC=CC2)C=2SC=CC2 (2,5-dihydro-1,4-dioxo-3,6-dithienylpyrrolo[3,4-c]-pyrrole). RXN SMILES: [Na].[S:2]1[CH:6]=[CH:5][CH:4]=[C:3]1[C:7]#[N:8].[C:9]([O:19]C(C)C)(=O)[CH2:10][CH2:11][C:12]([O:14]C(C)C)=O.[C:23](O)(=O)[CH3:24]>C(O)(CC)(C)C.CO.[Fe](Cl)(Cl)Cl>[O:14]=[C:12]1[C:11]2=[C:7]([C:3]3[S:2][CH:6]=[CH:5][CH:4]=3)[NH:8][C:9](=[O:19])[C:10]2=[C:7]([C:3]2[S:2][CH:6]=[CH:23][CH:24]=2)[NH:8]1 |^1:0|. Reported procedure: Sodium metal (6.90 g, 0.30 mol) was added to 100 ml t-amyl alcohol and a small amount of iron (III) chloride (100 mg) was added. The mixture was stirred vigorously for 2 hr at 105° C. until the sodium dissolved. The solution was cooled to 85° C. and 2-thiophenecarbonitrile (22.0 g, 0.2 mol) was added. Diisopropyl succinate (16.6 g, 0.08 mol) dissolved in 10 ml of t-amyl alcohol was added dropwise to the reaction mixture over 1 hr at 85° C. The reaction mixture was stirred at this temperature for... Reactants: C1CC1CN2C3=C(N=C(N3)N)C(=O)N(C2=O)CC4CC4 (Cipamfylline), CCCOC1=C(C=CC(=C1)[C@@]2(CNC(=O)O2)C)OC (Mesopram), C1=CC(=C(C=C1C(=O)NC=2C(=CN=CC2Cl)Cl)OCC3CC3)OC(F)F (roflumilast), CC(C)CN1C2=C(N=CN2)C(=O)N(C1=O)C (isobutylmethylxanthine), COC=1C=CC(=CC1OC2CCCC2)C3CC(=O)NC3 (Rolipram), CCOC=1C=C2C(=CC1OC)C(=N[C@H]3[C@@H]2CN(CC3)C)C=4C=CC(=CC4)C(=O)N(C(C)C)C(C)C (Pumafentrin), CCCN1C(=O)C2=C(NC=N2)N(C1=O)C=3C=CC(=CC3)Cl (Arofylline), CC[C@@]12CCCN3[C@@H]1C4=C(C=5C=CC=CC5N4C(=C2)C(=O)OCC)CC3 (vinpocetine), COC=1C=CC(=CC1O[C@H]2C[C@@H]3CC[C@H]2C3)C4CNC(=O)NC4 (atizoram), N1(C)C(=O)N(C)C=2N=CNC2C1=O (theophylline), COC=1C=C(C=CC1OC(F)F)C2=NNC(=O)C=C2 (Zardaverine). Product: CN1C2=C(N(C=N2)CC3OCCO3)C(=O)N(C1=O)C (Doxofylline). RXN SMILES: C1C([CH2:4][N:5]2[C:15](=[O:16])[N:14]([CH2:17]C3CC3)[C:12](=[O:13])[C:7]3[N:8]=[C:9](N)[NH:10][C:6]2=3)C1.C[O:22][C:23]1C=CC(C2CNC(=O)NC2)=C[C:28]=1[O:29][C@@H:30]1[C@@H:35]2C[C@@H](CC2)C1.N1(C(=O)C2NC=NC=2N(C)C1=O)C.CC(CN1C(=O)N(C)C(=O)C2N=CNC1=2)C.CCCOC1C=C([C@@]2(C)OC(=O)NC2)C=CC=1OC.COC1C=C(C2C=CC(=O)NN=2)C=CC=1OC(F)F.CC[C@]12C=C(C(OCC)=O)N3C4=C(CCN([C@@H]14)CCC2)C1C=CC=CC=13.COC1C=CC(C2CNC(=O)C2)=CC=1OC1CCCC1.CCCN1C(=O)N(C2C=CC(Cl)=CC=2)C2NC=NC=2C1=O.C1C(C(NC2C(Cl)=CN=CC=2Cl)=O)=CC(OCC2CC2)=C(OC(F)F)C=1.CCOC1C=C2[C@H]3CN(C)CC[C@H]3N=C(C3C=CC(C(N(C(C)C)C(C)C)=O)=CC=3)C2=CC=1OC>>[CH3:4][N:5]1[C:15](=[O:16])[N:14]([CH3:17])[C:12](=[O:13])[C:7]2[N:8]([CH2:35][CH:30]3[O:22][CH2:23][CH2:28][O:29]3)[CH:9]=[N:10][C:6]1=2. Reported procedure: Cipamfylline (HEP-688); atizoram (CP-80633); theophylline; isobutylmethylxanthine; Mesopram (ZK-117137); Zardaverine; vinpocetine; Rolipram (ZK-62711); Arofylline (LAS-31025); roflumilast (BY-217); Pumafentrin (BY-343);